This data is from the Open Reaction Database (ORD), a public repository of structured organic reaction records. The task is: describe an organic reaction: reactants, conditions, products, and yield Starting materials: C12COCC(CC1)N2C2=NC(=NC(=C2)CN(C)C)C2=CC=C(C=C2)NC(=O)NC2CC2 (1-(4-(4-(3-oxa-8-azabicyclo[3.2.1]octan-8-yl)-6-((dimethylamino)methyl)pyrimidin-2-yl)phenyl)-3-cyclopropylurea), CN1CCN(CC1)C1=CC=C(C=C1)NC(=O)NC1=CC=C(C=C1)B1OC(C(O1)(C)C)(C)C (1-(4-(4-methylpiperazin-1-yl)phenyl)-3-(4-(4,4,5,5-tetramethyl-1,3,2-dioxaborolan-2-yl)phenyl)urea), boronic ester. Product: C12COCC(CC1)N2C2=NC(=NC(=C2)CN(C)C)C2=CC=C(C=C2)NC(=O)NC2=CC=C(C=C2)N2CCN(CC2)C (1-(4-(4-(3-oxa-8-azabicyclo[3.2.1]octan-8-yl)-6-((dimethylamino)methyl)pyrimidin-2-yl)phenyl)-3-(4-(4-methylpiperazin-1-yl)phenyl)urea). Reaction SMILES: [CH:1]12[N:8]([C:9]3[CH:14]=[C:13]([CH2:15][N:16]([CH3:18])[CH3:17])[N:12]=[C:11]([C:19]4[CH:24]=[CH:23][C:22]([NH:25][C:26]([NH:28][CH:29]5[CH2:31][CH2:30]5)=[O:27])=[CH:21][CH:20]=4)[N:10]=3)[CH:5]([CH2:6][CH2:7]1)[CH2:4][O:3][CH2:2]2.[CH3:32][N:33]1[CH2:38][CH2:37][N:36]([C:39]2[CH:44]=CC(NC(NC3C=CC(B4OC(C)(C)C(C)(C)O4)=CC=3)=O)=C[CH:40]=2)[CH2:35][CH2:34]1>>[CH:1]12[N:8]([C:9]3[CH:14]=[C:13]([CH2:15][N:16]([CH3:17])[CH3:18])[N:12]=[C:11]([C:19]4[CH:24]=[CH:23][C:22]([NH:25][C:26]([NH:28][C:29]5[CH:31]=[CH:44][C:39]([N:36]6[CH2:37][CH2:38][N:33]([CH3:32])[CH2:34][CH2:35]6)=[CH:40][CH:30]=5)=[O:27])=[CH:21][CH:20]=4)[N:10]=3)[CH:5]([CH2:6][CH2:7]1)[CH2:4][O:3][CH2:2]2. Procedure: A procedure analogous to that used for the preparation of 1-(4-(4-(3-oxa-8-azabicyclo[3.2.1]octan-8-yl)-6-((dimethylamino)methyl)pyrimidin-2-yl)phenyl)-3-cyclopropylurea was used, using 1-(4-(4-methylpiperazin-1-yl)phenyl)-3-(4-(4,4,5,5-tetramethyl-1,3,2-dioxaborolan-2-yl)phenyl)urea as the boronic ester component. Yield=0.128 g, 65%. MS; 557.5, M+H.